This data is from the Open Reaction Database (ORD), a public repository of structured organic reaction records. The task is: describe an organic reaction: reactants, conditions, products, and yield The reactants are Cl (HCl), O1CCOCC1 (dioxane), FC=1C=C2C(=CC(N(C2=CC1)C)=O)CN1C2=C(OC[C@@H](C1=O)NC([C@H](C)N(C(OC(C)(C)C)=O)C)=O)C=CC=C2 (tert-butyl (S)-1-((S)-5-((6-fluoro-1-methyl-2-oxo-1,2-dihydroquinolin-4-yl)methyl)-4-oxo-2,3,4,5-tetrahydrobenzo[b][1,4]oxazepin-3-ylamino)-1-oxopropan-2-yl(methyl)carbamate). Solvent: C(=O)(O)[O-].[Na+] (NaHCO3). Reaction conditions: time 8 hour. The product is FC=1C=C2C(=CC(N(C2=CC1)C)=O)CN1C2=C(OC[C@@H](C1=O)NC([C@H](C)NC)=O)C=CC=C2 ((S)-N-((S)-5-((6-Fluoro-1-methyl-2-oxo-1,2-dihydroquinolin-4-yl)methyl)-4-oxo-2,3,4,5-tetrahydrobenzo[b][1,4]oxazepin-3-yl)-2-(methylamino)propanamide). The yield is 79.4%. RXN SMILES: Cl.O1CCOCC1.[F:8][C:9]1[CH:10]=[C:11]2[C:16](=[CH:17][CH:18]=1)[N:15]([CH3:19])[C:14](=[O:20])[CH:13]=[C:12]2[CH2:21][N:22]1[C:28](=[O:29])[C@@H:27]([NH:30][C:31](=[O:43])[C@@H:32]([N:34](C)[C:35](=O)OC(C)(C)C)[CH3:33])[CH2:26][O:25][C:24]2[CH:44]=[CH:45][CH:46]=[CH:47][C:23]1=2>C([O-])(O)=O.[Na+]>[F:8][C:9]1[CH:10]=[C:11]2[C:16](=[CH:17][CH:18]=1)[N:15]([CH3:19])[C:14](=[O:20])[CH:13]=[C:12]2[CH2:21][N:22]1[C:28](=[O:29])[C@@H:27]([NH:30][C:31](=[O:43])[C@@H:32]([NH:34][CH3:35])[CH3:33])[CH2:26][O:25][C:24]2[CH:44]=[CH:45][CH:46]=[CH:47][C:23]1=2 |f:3.4|. Reported procedure: A mixture of 3 M HCl in dioxane (36.0 g, 30 mL, 120 mmol, Eq: 1660) and tert-butyl (S)-1-((S)-5-((6-fluoro-1-methyl-2-oxo-1,2-dihydroquinolin-4-yl)methyl)-4-oxo-2,3,4,5-tetrahydrobenzo[b][1,4]oxazepin-3-ylamino)-1-oxopropan-2-yl(methyl)carbamate (40 mg, 72.4 μmol, Eq: 1.00) were stirred at RT overnight. The mixture was diluted with sat. NaHCO3 and extracted with DCM The combined extracts were washed with H2O and concentrated. The residue was purified was purified by preparative TLC to give the t... Starting materials: 2(c), CCN(C(C)C)C(C)C (DiPEA), C1(=CC=CC=C1)C(C(=O)Cl)C1=CC=CC=C1 (diphenylacetyl chloride), C(=O)(OC(C)(C)C)N[C@@H](CCCNC(=O)OCC1=CC=CC=C1)C(=O)N([C@H](C)C1=CC=CC=C1)C ((R)-N2 -(Boc)-N5 -(Cbz)-N-methyl-(S)-N-(1-phenylethyl)-ornithine amide), Cl.CCOC(=O)C (HCl EtOAc). The solvent is N1=CC=CC=C1 (pyridine), CCOC(=O)C (EtOAc), C(Cl)Cl (CH2Cl2), C(Cl)Cl (CH2Cl2). Product: C(=O)(OCC1=CC=CC=C1)NCCC[C@H](NC(C(C1=CC=CC=C1)C1=CC=CC=C1)=O)C(=O)N([C@H](C)C1=CC=CC=C1)C ((R)-N5 -(Cbz)-N2 -(Diphenylacetyl)-N-methyl-(S)-N-(1-phenylethyl)-ornithine amide). Yield: 29.9%. RXN SMILES: C([NH:8][C@H:9]([C:24]([N:26]([CH3:35])[C@@H:27]([C:29]1[CH:34]=[CH:33][CH:32]=[CH:31][CH:30]=1)[CH3:28])=[O:25])[CH2:10][CH2:11][CH2:12][NH:13][C:14]([O:16][CH2:17][C:18]1[CH:23]=[CH:22][CH:21]=[CH:20][CH:19]=1)=[O:15])(OC(C)(C)C)=O.Cl.CCOC(C)=O.[C:43]1([CH:49]([C:53]2[CH:58]=[CH:57][CH:56]=[CH:55][CH:54]=2)[C:50](Cl)=[O:51])[CH:48]=[CH:47][CH:46]=[CH:45][CH:44]=1.CCN(C(C)C)C(C)C>C(Cl)Cl.N1C=CC=CC=1.CCOC(C)=O>[C:14]([NH:13][CH2:12][CH2:11][CH2:10][C@@H:9]([C:24]([N:26]([CH3:35])[C@@H:27]([C:29]1[CH:30]=[CH:31][CH:32]=[CH:33][CH:34]=1)[CH3:28])=[O:25])[NH:8][C:50](=[O:51])[CH:49]([C:53]1[CH:58]=[CH:57][CH:56]=[CH:55][CH:54]=1)[C:43]1[CH:48]=[CH:47][CH:46]=[CH:45][CH:44]=1)([O:16][CH2:17][C:18]1[CH:19]=[CH:20][CH:21]=[CH:22][CH:23]=1)=[O:15] |f:1.2|. Procedure details: Prepared according to the method described in Examples 2(b) and 2(c) above from (R)-N2 -(Boc)-N5 -(Cbz)-N-methyl-(S)-N-(1-phenylethyl)-ornithine amide (5.3 g; 11 mmol; from step (a) above), EtOAc (75 mL), then HCl/EtOAc (75 mL), 2.5 hours reaction time for the deprotection, then CH2Cl2 (50 mL), diphenylacetyl chloride (2.6 g; 11 mmol) followed by pyridine (3.0 mL; 37 mmol; instead of DiPEA) over 1 min, overnight reaction time, diluted with CH2Cl2 (100 mL) for the work-up procedure. The crude mat... Starting materials: [H-].[Na+] (sodium hydride), C(C1=CC=CC=C1)Br (benzyl bromide), OCC=1CCN(CC1)C(=O)OC(C)(C)C (tert-butyl 4-(hydroxymethyl)-3,6-dihydropyridine-1(2H)-carboxylate). Reagents/catalysts: [I-].C(CCC)[N+](CCCC)(CCCC)CCCC (tetrabutylammonium iodide). Run in C1CCOC1 (THF). Run at time 30 minute. Yields the product C(C1=CC=CC=C1)OCC=1CCN(CC1)C(=O)OC(C)(C)C (tert-butyl 4-[(benzyloxy)methyl]-3,6-dihydropyridine-1(2H)-carboxylate). Isolated yield 75.0%. Reaction SMILES: [H-].[Na+].[OH:3][CH2:4][C:5]1[CH2:6][CH2:7][N:8]([C:11]([O:13][C:14]([CH3:17])([CH3:16])[CH3:15])=[O:12])[CH2:9][CH:10]=1.[CH2:18](Br)[C:19]1[CH:24]=[CH:23][CH:22]=[CH:21][CH:20]=1>[I-].C([N+](CCCC)(CCCC)CCCC)CCC.C1COCC1>[CH2:18]([O:3][CH2:4][C:5]1[CH2:10][CH2:9][N:8]([C:11]([O:13][C:14]([CH3:17])([CH3:16])[CH3:15])=[O:12])[CH2:7][CH:6]=1)[C:19]1[CH:24]=[CH:23][CH:22]=[CH:21][CH:20]=1 |f:0.1,4.5|. Reported procedure: 55% sodium hydride (1.30 g) was added under ice-cooling to a THF (87 ml) solution of tert-butyl 4-(hydroxymethyl)-3,6-dihydropyridine-1(2H)-carboxylate (5.77 g), and this suspension was stirred at room temperature for 30 minutes. After ice-cooling again, benzyl bromide (5.32 g) and tetrabutylammonium iodide (1.00 g) were added thereto and stirring was performed at room temperature for 3 hours. After adding a saturated ammonium chloride aqueous solution, extraction was performed with EtOAc. A res... Reactants: CC=1C=C(C=C(C1OCC1OC1)C)C1=NOC(=N1)C=1SC=C(C1C)CC(C)C (rac-3-(3,5-dimethyl-4-oxiranylmethoxy-phenyl)-5-(4-isobutyl-3-methyl-thiophen-2-yl)-[1,2,4]oxadiazole), N (NH3), C1CCOC1 (THF). Run in [OH-].[Na+] (NaOH), CO (MeOH). The product is NCC(COC1=C(C=C(C=C1C)C1=NOC(=N1)C=1SC=C(C1C)CC(C)C)C)O (rac-1-amino-3-{4-[5-(4-isobutyl-3-methyl-thiophen-2-yl)-[1,2,4]oxadiazol-3-yl]-2,6-dimethyl-phenoxy}-propan-2-ol). RXN SMILES: [CH3:1][C:2]1[CH:3]=[C:4]([C:14]2[N:18]=[C:17]([C:19]3[S:20][CH:21]=[C:22]([CH2:25][CH:26]([CH3:28])[CH3:27])[C:23]=3[CH3:24])[O:16][N:15]=2)[CH:5]=[C:6]([CH3:13])[C:7]=1[O:8][CH2:9][CH:10]1[CH2:12][O:11]1.C1COCC1.[NH3:34]>CO.[OH-].[Na+]>[NH2:34][CH2:12][CH:10]([OH:11])[CH2:9][O:8][C:7]1[C:2]([CH3:1])=[CH:3][C:4]([C:14]2[N:18]=[C:17]([C:19]3[S:20][CH:21]=[C:22]([CH2:25][CH:26]([CH3:27])[CH3:28])[C:23]=3[CH3:24])[O:16][N:15]=2)=[CH:5][C:6]=1[CH3:13] |f:4.5|. Reported procedure: A suspension of rac-3-(3,5-dimethyl-4-oxiranylmethoxy-phenyl)-5-(4-isobutyl-3-methyl-thiophen-2-yl)-[1,2,4]oxadiazole (382 mg, 0.959 mmol) in 7 N NH3 in MeOH (10 mL) and THF (5 mL) is stirred at 60° C. for 15 h. The mixture is diluted with 1M aq. NaOH (30 mL) and extracted with DCM (4×75 mL). The combined organic extracts are dried (Na2SO4), filtered and evaporated to give rac-1-amino-3-{4-[5-(4-isobutyl-3-methyl-thiophen-2-yl)-[1,2,4]oxadiazol-3-yl]-2,6-dimethyl-phenoxy}-propan-2-ol (419 mg) as... Starting materials: COC(=O)c1ccc2c(c1)C(=CCCN(C)C)c1ccccc1CO2, CO, [Na+], [OH-], O. The product is CN(C)CCC=C1c2ccccc2COc2ccc(C(=O)O)cc21. As a reaction SMILES: [CH3:1][N:2]([CH2:3][CH2:4][CH:5]=[C:6]1[c:7]2[c:8]([cH:17][cH:18][c:19]([C:21](=[O:22])[O:23][CH3:24])[cH:20]2)[O:9][CH2:10][c:11]2[c:12]1[cH:13][cH:14][cH:15][cH:16]2)[CH3:25].[CH3:26][OH:27].[Na+:29].[OH-:28].[OH2:30]>>[CH3:1][N:2]([CH2:3][CH2:4][CH:5]=[C:6]1[c:7]2[c:8]([cH:17][cH:18][c:19]([C:21](=[O:22])[OH:23])[cH:20]2)[O:9][CH2:10][c:11]2[c:12]1[cH:13][cH:14][cH:15][cH:16]2)[CH3:25]. Reactants: CC(=O)Nc1ncc(Sc2ncc[nH]2)s1, CCO, Cl. The product is Nc1ncc(Sc2ncc[nH]2)s1. As a reaction SMILES: [C:1](=[O:2])([CH3:3])[NH:4][c:5]1[s:6][c:7]([S:10][c:11]2[nH:12][cH:13][cH:14][n:15]2)[cH:8][n:9]1.[CH3:17][CH2:18][OH:19].[ClH:16]>>[NH2:4][c:5]1[s:6][c:7]([S:10][c:11]2[n:12][cH:13][cH:14][nH:15]2)[cH:8][n:9]1. Starting materials: ClC1=NC(=NC(=N1)Cl)N1CC2CCC(C1)CC2 (3-(4,6-dichloro-s-triazin-2-yl)-3-azabicyclo[3.2.2]nonane), [OH-].[Na+] (NaOH), CC(=O)C (acetone), C(C)(C)(CC(C)(C)C)N (tert-octylamine). The solvent is O (water), O (water), O (water). Reaction conditions: time 10 minute. Yields the product ClC1=NC(=NC(=N1)NC(CC(C)(C)C)(C)C)N1CC2CCC(C1)CC2 (3-[4-chloro-6-(1,1,3,3-tetramethylbutylamino)-s-triazin-2-yl]-3-azabicyclo[3.2.2]nonane). As a reaction SMILES: Cl[C:2]1[N:7]=[C:6]([Cl:8])[N:5]=[C:4]([N:9]2[CH2:15][CH:14]3[CH2:16][CH2:17][CH:11]([CH2:12][CH2:13]3)[CH2:10]2)[N:3]=1.CC(C)=O.[C:22]([NH2:30])([CH2:25][C:26]([CH3:29])([CH3:28])[CH3:27])([CH3:24])[CH3:23].[OH-].[Na+]>O>[Cl:8][C:6]1[N:7]=[C:2]([NH:30][C:22]([CH3:24])([CH3:23])[CH2:25][C:26]([CH3:29])([CH3:28])[CH3:27])[N:3]=[C:4]([N:9]2[CH2:15][CH:14]3[CH2:16][CH2:17][CH:11]([CH2:12][CH2:13]3)[CH2:10]2)[N:5]=1 |f:3.4|. Procedure: Thirty grams (0.11 mole) of 3-(4,6-dichloro-s-triazin-2-yl)-3-azabicyclo[3.2.2]nonane is dissolved in 300 ml. of acetone and then 370 ml. of water is added followed by 20 g. (0.15 mole) of tert-octylamine. After stirring for 10 minutes, 4.4 g. (0.11 mole) of NaOH in 30 ml. of water is added over 20 minutes. The reaction is then heated to reflux for 19 hours. After cooling to room temperature, one liter of water is added, stirred for one hour and the white precipitate filtered off. The precipitat...